describe an organic reaction: reactants, conditions, products, and yield From a dataset of the Open Reaction Database (ORD), a public repository of structured organic reaction records. Starting materials: C(C1=CC=CC=C1)OC1=CC=C(C(=N1)NC1=CC=CC=C1)N (6-(benzyloxy)-N2-phenylpyridine-2,3-diamine), COC(C1=CC=CC=C1)(OC)OC (trimethyl orthobenzoate). Product: C1(=CC=CC=C1)C1=NC=2C(=NC(=CC2)O)N1C1=CC=CC=C1 (2,3-Diphenyl-3H-imidazo[4,5-b]pyridin-5-ol). As a reaction SMILES: C([O:8][C:9]1[N:14]=[C:13]([NH:15][C:16]2[CH:21]=[CH:20][CH:19]=[CH:18][CH:17]=2)[C:12]([NH2:22])=[CH:11][CH:10]=1)C1C=CC=CC=1.CO[C:25](OC)(OC)[C:26]1[CH:31]=[CH:30][CH:29]=[CH:28][CH:27]=1>>[C:26]1([C:25]2[N:15]([C:16]3[CH:17]=[CH:18][CH:19]=[CH:20][CH:21]=3)[C:13]3=[N:14][C:9]([OH:8])=[CH:10][CH:11]=[C:12]3[N:22]=2)[CH:31]=[CH:30][CH:29]=[CH:28][CH:27]=1. Procedure details: From 6-(benzyloxy)-N2-phenylpyridine-2,3-diamine and trimethyl orthobenzoate, prepared in a similar manner as the one described in Example 1.117, the title compound was obtained as a white solid. 1H NMR (400 MHz, DMSO-d6) δ ppm 6.61 (d, J=8.3 Hz, 1H), 7.29-7.57 (m, 10H), 8.00 (d, J=8.6 Hz, 1H), 11.07 (broad s, 1H). Starting materials: CC#N, O=c1[nH]c2ccc(Cl)cc2c(-c2ccccc2)c1-c1cc(CO)no1. The product is O=Cc1cc(-c2c(-c3ccccc3)c3cc(Cl)ccc3[nH]c2=O)on1. RXN SMILES: [CH3:26][C:27]#[N:28].[Cl:1][c:2]1[cH:3][c:4]2[c:5](-[c:20]3[cH:21][cH:22][cH:23][cH:24][cH:25]3)[c:6](-[c:13]3[cH:14][c:15]([CH2:18][OH:19])[n:16][o:17]3)[c:7](=[O:12])[nH:8][c:9]2[cH:10][cH:11]1>>[Cl:1][c:2]1[cH:3][c:4]2[c:5](-[c:20]3[cH:21][cH:22][cH:23][cH:24][cH:25]3)[c:6](-[c:13]3[cH:14][c:15]([CH:18]=[O:19])[n:16][o:17]3)[c:7](=[O:12])[nH:8][c:9]2[cH:10][cH:11]1. The reactants are C(C)N(CC)CCOC1=CC(=C(C=C1)[N+](=O)[O-])OC (N,N-Diethyl-2-(3-methoxy-4-nitrophenoxy)ethylamine). Reagents/catalysts: [Pd] (Pd). Solvent: C(C)O (ethanol). The product is C(C)N(CC)CCOC1=CC(=C(C=C1)N)OC (N,N-Diethyl-2-(4-amino-3-methoxyphenoxy)ethylamine). RXN SMILES: [CH2:1]([N:3]([CH2:6][CH2:7][O:8][C:9]1[CH:14]=[CH:13][C:12]([N+:15]([O-])=O)=[C:11]([O:18][CH3:19])[CH:10]=1)[CH2:4][CH3:5])[CH3:2]>C(O)C.[Pd]>[CH2:1]([N:3]([CH2:6][CH2:7][O:8][C:9]1[CH:14]=[CH:13][C:12]([NH2:15])=[C:11]([O:18][CH3:19])[CH:10]=1)[CH2:4][CH3:5])[CH3:2]. Procedure: N,N-Diethyl-2-(3-methoxy-4-nitrophenoxy)ethylamine (140 mg, 0.5 mmol) was hydrogenated over Pd (5% on C, 50% wet, 40 mg) in ethanol (5 ml) for 16 hours. The catalyst was filtered off and the solvent removed under reduced pressure to afford the title compound as a brown oil. MS (m/z)=239 (M+H+); Calc'd for C13H22N2O2=238.33 The reactants are COc1ccc([N+](=O)[O-])cc1-c1cccc(C#N)c1, C1CCOC1, ClCCl. Yields the product COc1ccc([N+](=O)[O-])cc1-c1cccc(CN)c1. Reaction SMILES: [C:1](#[N:2])[c:3]1[cH:4][c:5](-[c:9]2[c:10]([O:18][CH3:19])[cH:11][cH:12][c:13]([N+:15](=[O:16])[O-:17])[cH:14]2)[cH:6][cH:7][cH:8]1.[CH2:20]1[O:21][CH2:22][CH2:23][CH2:24]1.[Cl:25][CH2:26][Cl:27]>>[CH2:1]([NH2:2])[c:3]1[cH:4][c:5](-[c:9]2[c:10]([O:18][CH3:19])[cH:11][cH:12][c:13]([N+:15](=[O:16])[O-:17])[cH:14]2)[cH:6][cH:7][cH:8]1. Reactants: CCc1ccc(Cc2ccc(C(=O)OC)cc2OCc2ccccc2)cc1, CCO, Cl, [Na+], C1CCOC1, [OH-]. The product is CCc1ccc(Cc2ccc(C(=O)O)cc2OCc2ccccc2)cc1. Reaction SMILES: [CH2:1]([c:2]1[cH:3][cH:4][cH:5][cH:6][cH:7]1)[O:8][c:9]1[cH:10][c:11]([C:12](=[O:13])[O:14][CH3:15])[cH:16][cH:17][c:18]1[CH2:19][c:20]1[cH:21][cH:22][c:23]([CH2:26][CH3:27])[cH:24][cH:25]1.[CH3:36][CH2:37][OH:38].[ClH:30].[Na+:29].[O:31]1[CH2:32][CH2:33][CH2:34][CH2:35]1.[OH-:28]>>[CH2:1]([c:2]1[cH:3][cH:4][cH:5][cH:6][cH:7]1)[O:8][c:9]1[cH:10][c:11]([C:12](=[O:13])[OH:14])[cH:16][cH:17][c:18]1[CH2:19][c:20]1[cH:21][cH:22][c:23]([CH2:26][CH3:27])[cH:24][cH:25]1. Starting materials: C(=C(C)C)C(C#C)(CCCCC)O (3-Isobutenyl-1-octyn-3-ol), O1CCCC1 (tetrahydrofuran), O (water). Reagents/catalysts: FC(S(=O)(=O)[O-])(F)F.[Ag+] (silver trifluoromethanesulphonate). Conditions: time 7 hour. Yields the product CC(=C)CC=CC(CCCCC)=O (2-Methyl-1,4-undecadien-6-one). As a reaction SMILES: [CH:1]([C:5](O)([CH2:8][CH2:9][CH2:10][CH2:11][CH3:12])C#C)=[C:2]([CH3:4])[CH3:3].O1CC[CH2:16][CH2:15]1.[OH2:19]>FC(F)(F)S([O-])(=O)=O.[Ag+]>[CH3:4][C:2]([CH2:1][CH:5]=[CH:8][C:9](=[O:19])[CH2:10][CH2:11][CH2:12][CH2:15][CH3:16])=[CH2:3] |f:3.4|. Procedure details: 3-Isobutenyl-1-octyn-3-ol (0.180 g; 10-3 mole) is kept at a temperature in the region of 40° C. and protected from light, in the presence of silver trifluoromethanesulphonate (0.257 g; 10-3 mole) in a mixture (10 cc) of tetrahydrofuran and water (3:1 by volume). After reacting for 7 hours the reaction mixture is treated under the conditions described in Example 1. 2-Methyl-1,4-undecadien-6-one (0.132 g) is obtained, having the following characteristics: The reactants are Cl.COC(C(CC=1C=C2C=CN=C(C2=CC1)N)NS(=O)(=O)C1=CC2=CC=CC=C2C=C1)=O (3-(1-amino-6-isoquinolinyl)-2-[(2-naphthalenylsulfonyl)amino]propionic acid methyl ester hydrochloride), Cl.Cl.COC(C(CC1=CC=C2C=CN=C(C2=C1)N)N)=O (2-Amino-3-(1-amino-7-isoquinolinyl)propionic acid methyl ester dihydrochloride), COC1=CC=C2C=CC(=CC2=C1)S(=O)(=O)Cl ((7-methoxy-2-naphthalenyl)sulfonyl chloride). Product: COC(C(CC1=CC=C2C=CN=C(C2=C1)N)NS(=O)(=O)C1=CC2=CC(=CC=C2C=C1)OC)=O (3-(1-amino-7-isoquinolinyl)-2-[[(7-methoxy-2-naphthalenyl)sulfonyl)amino]propionic acid methyl ester). RXN SMILES: Cl.COC(=O)C(NS(C1C=CC2C(=CC=CC=2)C=1)(=O)=O)CC1C=C2C(=CC=1)C(N)=NC=C2.Cl.Cl.[CH3:35][O:36][C:37](=[O:52])[CH:38]([NH2:51])[CH2:39][C:40]1[CH:49]=[C:48]2[C:43]([CH:44]=[CH:45][N:46]=[C:47]2[NH2:50])=[CH:42][CH:41]=1.[CH3:53][O:54][C:55]1[CH:64]=[C:63]2[C:58]([CH:59]=[CH:60][C:61]([S:65](Cl)(=[O:67])=[O:66])=[CH:62]2)=[CH:57][CH:56]=1>>[CH3:35][O:36][C:37](=[O:52])[CH:38]([NH:51][S:65]([C:61]1[CH:60]=[CH:59][C:58]2[C:63](=[CH:64][C:55]([O:54][CH3:53])=[CH:56][CH:57]=2)[CH:62]=1)(=[O:67])=[O:66])[CH2:39][C:40]1[CH:49]=[C:48]2[C:43]([CH:44]=[CH:45][N:46]=[C:47]2[NH2:50])=[CH:42][CH:41]=1 |f:0.1,2.3.4|. Procedure: Using the procedure described for 11a, methyl ester 37i and compound 12a gave 3-(1-amino-7-isoquinolinyl)-2-[[(7-methoxy-2-naphthalenyl)sulfonyl)amino]propionic acid methyl ester. This ester was saponified and subsequently coupled with 4-methylpiperidine using the procedure described for 4 to give 37. 1H-NMR 200 MHz (CD3OD) δ: −0.20-0.77 (5H, m), 1.22-1.58 (3H, m), 1.73-3.20 (4H, m), 3.65-4.19 (2H, m), 3.93 (3H, s), 4.53-4.68 (1H, m), 7.00-7.06 (1H, m), 7.23-7.31 (2H, m), 7.43-7.51 (2H, m), 7.56... Starting materials: CC(=O)O, CS(=O)(=O)Nc1cc2occ(N)c(=O)c2cc1Oc1ccccc1, N#CO[Na], O. Yields the product CS(=O)(=O)Nc1cc2occ(NC(N)=O)c(=O)c2cc1Oc1ccccc1. Reaction SMILES: [CH3:29][C:30](=[O:31])[OH:32].[NH2:1][c:2]1[cH:3][o:4][c:5]2[c:6]([c:7]1=[O:8])[cH:9][c:10]([O:18][c:19]1[cH:20][cH:21][cH:22][cH:23][cH:24]1)[c:11]([NH:13][S:14](=[O:15])(=[O:16])[CH3:17])[cH:12]2.[Na:25][O:26][C:27]#[N:28].[OH2:33]>>[NH:1]([c:2]1[cH:3][o:4][c:5]2[c:6]([c:7]1=[O:8])[cH:9][c:10]([O:18][c:19]1[cH:20][cH:21][cH:22][cH:23][cH:24]1)[c:11]([NH:13][S:14](=[O:15])(=[O:16])[CH3:17])[cH:12]2)[C:27](=[O:26])[NH2:28].